Dataset: the Open Reaction Database (ORD), a public repository of structured organic reaction records. Task: describe an organic reaction: reactants, conditions, products, and yield Starting materials: COC1=CC=C(C=C1)O (4-methoxyphenol), CC(C)([O-])C.[K+] (potassium t-butoxide), C(C1=CC=CC=C1)OC1=CC(=C(C=C1)Cl)[N+](=O)[O-] (4-benzyloxy-2-nitro-chlorobenzene), ice water, C(C)(=O)OCC (ethyl acetate). The solvent is CN(C=O)C (N,N-dimethylformamide). Conditions: time 1 hour. The product is C(C1=CC=CC=C1)OC=1C=CC(=C(C1)[N+](=O)[O-])OC1=CC=C(C=C1)OC (5-benzyloxy-2-(4-methoxyphenoxy)nitrobenzene). The yield is 84.8%. As a reaction SMILES: [CH3:1][O:2][C:3]1[CH:8]=[CH:7][C:6]([OH:9])=[CH:5][CH:4]=1.CC(C)([O-])C.[K+].[CH2:16]([O:23][C:24]1[CH:29]=[CH:28][C:27](Cl)=[C:26]([N+:31]([O-:33])=[O:32])[CH:25]=1)[C:17]1[CH:22]=[CH:21][CH:20]=[CH:19][CH:18]=1.C(OCC)(=O)C>CN(C)C=O>[CH2:16]([O:23][C:24]1[CH:29]=[CH:28][C:27]([O:9][C:6]2[CH:7]=[CH:8][C:3]([O:2][CH3:1])=[CH:4][CH:5]=2)=[C:26]([N+:31]([O-:33])=[O:32])[CH:25]=1)[C:17]1[CH:22]=[CH:21][CH:20]=[CH:19][CH:18]=1 |f:1.2|. Procedure details: 880 mg of 4-methoxyphenol was dissolved in 10 ml of N,N-dimethylformamide. 790 mg of potassium t-butoxide was added thereto. Then, 1.7 g of 4-benzyloxy-2-nitro-chlorobenzene was added thereto. The mixture was stirred for 1 hour at 110°-120° C. The reaction mixture was introduced into a mixture of 50 ml of ice water and 50 ml of ethyl acetate. The organic layer was separated, washed with water and a saturated aqueous sodium chloride solution in this order, and dried with anhydrous magnesium sulfa...